Task: describe an organic reaction: reactants, conditions, products, and yield. Dataset: the Open Reaction Database (ORD), a public repository of structured organic reaction records Reactants: Cl.NCC(=O)NC(C1=CC=CC=C1)C1=CC=C(C=C1)Cl (rac-2-amino-N-[(4-chloro-phenyl)-phenyl-methyl]-acetamide hydrochloride), C(C)(C)C1=CC=C(C(=O)O)C=C1 (4-isopropylbenzoic acid). Yields the product ClC1=CC=C(C=C1)C(C1=CC=CC=C1)NC(=O)CNC(C1=CC=C(C=C1)C(C)C)=O (rac-N-({[(4-Chloro-phenyl)-phenyl-methyl]-carbamoyl}-methyl)-4-isopropyl-benzamide). RXN SMILES: Cl.[NH2:2][CH2:3][C:4]([NH:6][CH:7]([C:14]1[CH:19]=[CH:18][C:17]([Cl:20])=[CH:16][CH:15]=1)[C:8]1[CH:13]=[CH:12][CH:11]=[CH:10][CH:9]=1)=[O:5].[CH:21]([C:24]1[CH:32]=[CH:31][C:27]([C:28](O)=[O:29])=[CH:26][CH:25]=1)([CH3:23])[CH3:22]>>[Cl:20][C:17]1[CH:18]=[CH:19][C:14]([CH:7]([NH:6][C:4]([CH2:3][NH:2][C:28](=[O:29])[C:27]2[CH:31]=[CH:32][C:24]([CH:21]([CH3:22])[CH3:23])=[CH:25][CH:26]=2)=[O:5])[C:8]2[CH:13]=[CH:12][CH:11]=[CH:10][CH:9]=2)=[CH:15][CH:16]=1 |f:0.1|. Procedure: Prepared in analogy to example 1.12 from rac-2-amino-N-[(4-chloro-phenyl)-phenyl-methyl]-acetamide hydrochloride (Example 3.1) and 4-isopropylbenzoic acid. Reactants: C(C1=CC=CC=C1)OC1=CC=C(C=C1)C(CC1=CC=C(C=C1)OC)=O (1-(4-(benzyloxy)phenyl)-2-(4-methoxyphenyl)-ethanone), CC(C)(C)[O-].[K+] (t-BuOK), BrC(C(=O)C#N)(C)C (2-Bromo-2-methylpropanoyl cyanide). Solvent: C1CCOC1 (THF). Run at time 30 minute. Product: C(C1=CC=CC=C1)OC1=CC=C(C=C1)C1=C(C(C(O1)(C)C)=O)C1=CC=C(C=C1)OC (5-(4-(benzyloxy)phenyl)-4-(4-methoxyphenyl)-2,2-dimethylfuran-3(2H)-one). Isolated yield 4.1%. As a reaction SMILES: [CH2:1]([O:8][C:9]1[CH:14]=[CH:13][C:12]([C:15](=[O:25])[CH2:16][C:17]2[CH:22]=[CH:21][C:20]([O:23][CH3:24])=[CH:19][CH:18]=2)=[CH:11][CH:10]=1)[C:2]1[CH:7]=[CH:6][CH:5]=[CH:4][CH:3]=1.CC([O-])(C)C.[K+].Br[C:33]([CH3:39])([CH3:38])[C:34](C#N)=[O:35]>C1COCC1>[CH2:1]([O:8][C:9]1[CH:14]=[CH:13][C:12]([C:15]2[O:25][C:33]([CH3:39])([CH3:38])[C:34](=[O:35])[C:16]=2[C:17]2[CH:18]=[CH:19][C:20]([O:23][CH3:24])=[CH:21][CH:22]=2)=[CH:11][CH:10]=1)[C:2]1[CH:3]=[CH:4][CH:5]=[CH:6][CH:7]=1 |f:1.2|. Procedure details: To a pre-cooled 0° C. solution of 1-(4-(benzyloxy)phenyl)-2-(4-methoxyphenyl)-ethanone (2 g, 6.02 mmol) in THF (20 mL) under an inert atmosphere was added t-BuOK (8 mL, 1.0 N solution in THF). The mixture was then stirred for 30 minutes. 2-Bromo-2-methylpropanoyl cyanide (2 g, 12 mmol) was then added to then reaction mixture and stirring was continued for an additional 16 h. The reaction mixture was then quenched with cold water (10 mL) and extracted with EtOAc (2×50 mL). The combined organic la... The reactants are [N+](=O)([O-])C1=CC=C2CCNCC2=C1 (7-nitro-1,2,3,4-tetrahydro-isoquinoline). The reagents and catalysts are [Pd] (Pd/C). Solvent: CO (MeOH). Run at time 16 hour. Yields the product C1NCCC2=CC=C(C=C12)N (1,2,3,4-tetrahydroisoquinolin-7-amine). Reaction SMILES: [N+:1]([C:4]1[CH:13]=[C:12]2[C:7]([CH2:8][CH2:9][NH:10][CH2:11]2)=[CH:6][CH:5]=1)([O-])=O>CO.[Pd]>[CH2:11]1[C:12]2[C:7](=[CH:6][CH:5]=[C:4]([NH2:1])[CH:13]=2)[CH2:8][CH2:9][NH:10]1. Procedure details: A mixture of 7-nitro-1,2,3,4-tetrahydro-isoquinoline (38 g, 0.21 mol) and 10% Pd/C (5 g) in MeOH (400 mL) was stirred under an atmosphere of hydrogen at rt for 16 h and then filtered through Celite. Removal of solvent gave 1,2,3,4-tetrahydroisoquinolin-7-amine as a pink solid in quantitative yield. MS: 149. The reactants are BrCc1ccccc1, Cc1c(-c2ccccc2)[nH]c2cc(Br)ccc12, CN(C)C=O. Yields the product Cc1c(-c2ccccc2)n(Cc2ccccc2)c2cc(Br)ccc12. RXN SMILES: [Br:18][CH2:19][c:20]1[cH:21][cH:22][cH:23][cH:24][cH:25]1.[Br:1][c:2]1[cH:3][cH:4][c:5]2[c:6]([CH3:17])[c:7](-[c:11]3[cH:12][cH:13][cH:14][cH:15][cH:16]3)[nH:8][c:9]2[cH:10]1.[O:26]=[CH:27][N:28]([CH3:29])[CH3:30]>>[Br:1][c:2]1[cH:3][cH:4][c:5]2[c:6]([CH3:17])[c:7](-[c:11]3[cH:12][cH:13][cH:14][cH:15][cH:16]3)[n:8]([CH2:19][c:20]3[cH:21][cH:22][cH:23][cH:24][cH:25]3)[c:9]2[cH:10]1. Reactants: II (diiodine), C(C)N(CCOC=1C(=NC=CC1)F)CCNC(=O)C1=CC=CC2=NC3=CC(=CC=C3N=C12)[Sn](CCCC)(CCCC)CCCC (N-[2-[N-ethyl-N-[2-(2-fluoropyridin-3-yloxy)ethyl]amino]ethyl]-7-(tributylstannyl)phenazine-1-carboxamide), C([O-])([O-])=O.[Na+].[Na+] (sodium carbonate). Solvent: C(Cl)(Cl)Cl (chloroform), C(Cl)(Cl)Cl (chloroform). Product: C(C)N(CCOC=1C(=NC=CC1)F)CCNC(=O)C1=CC=CC2=NC3=CC(=CC=C3N=C12)I (N-[2-[N-ethyl-N-[2-(2-fluoropyridin-3-yloxy)ethyl]amino]ethyl]-7-iodophenazine-1-carboxamide). Yield: 54.1%. RXN SMILES: [CH2:1]([N:3]([CH2:14][CH2:15][NH:16][C:17]([C:19]1[C:32]2[C:23](=[N:24][C:25]3[C:30]([N:31]=2)=[CH:29][CH:28]=[C:27]([Sn](CCCC)(CCCC)CCCC)[CH:26]=3)[CH:22]=[CH:21][CH:20]=1)=[O:18])[CH2:4][CH2:5][O:6][C:7]1[C:8]([F:13])=[N:9][CH:10]=[CH:11][CH:12]=1)[CH3:2].[I:46]I.C(=O)([O-])[O-].[Na+].[Na+]>C(Cl)(Cl)Cl>[CH2:1]([N:3]([CH2:14][CH2:15][NH:16][C:17]([C:19]1[C:32]2[C:23](=[N:24][C:25]3[C:30]([N:31]=2)=[CH:29][CH:28]=[C:27]([I:46])[CH:26]=3)[CH:22]=[CH:21][CH:20]=1)=[O:18])[CH2:4][CH2:5][O:6][C:7]1[C:8]([F:13])=[N:9][CH:10]=[CH:11][CH:12]=1)[CH3:2] |f:2.3.4|. Procedure details: To a stirred solution of compound 83 (270 mg, 0.37 mmol) in chloroform (7 mL), was added during 4 h, a solution of diiodine (192 mg, 0.76 mmol) in chloroform (14 mL), dropwise. The mixture was then stirred 14 h at room temperature before addition of an aqueous saturated sodium carbonate solution (40 mL). The solution was decanted and the organic layer was washed with a 5% aqueous sodium hydrogenosulfite solution (2×15 mL), dried on magnesium sulfate, filtered and evaporated under vacuum. The res... RXN SMILES: [CH3:1][C:2]1[NH:3][CH:4]=[CH:5][N:6]=1.Cl[C:8]1[N:9]=[C:10]([NH:18][CH2:19][C:20]2[CH:25]=[CH:24][C:23]([Cl:26])=[C:22]([Cl:27])[CH:21]=2)[C:11]2[C:16]([CH3:17])=[CH:15][S:14][C:12]=2[N:13]=1>>[CH3:1][C:2]1[N:3]([C:8]2[N:9]=[C:10]([NH:18][CH2:19][C:20]3[CH:25]=[CH:24][C:23]([Cl:26])=[C:22]([Cl:27])[CH:21]=3)[C:11]3[C:16]([CH3:17])=[CH:15][S:14][C:12]=3[N:13]=2)[CH:4]=[CH:5][N:6]=1. The reactants are CC=1NC=CN1 (2-methylimidazole), ClC=1N=C(C2=C(N1)SC=C2C)NCC2=CC(=C(C=C2)Cl)Cl (2-chloro-5-methyl-4-(3,4-dichlorobenzylamino)-thieno-[2,3-d]-pyrimidine). Reported procedure: Following the procedure of Example 97, the reaction of 2-methylimidazole with 2-chloro-5-methyl-4-(3,4-dichlorobenzylamino)-thieno-[2,3-d]-pyrimidine gives 2-(2-methylimidazol-1-yl)-5-methyl-4-(3,4-dichlorobenzylamino)-thieno-[2,3-d]-pyrimidine. Yields the product CC=1N(C=CN1)C=1N=C(C2=C(N1)SC=C2C)NCC2=CC(=C(C=C2)Cl)Cl (2-(2-methylimidazol-1-yl)-5-methyl-4-(3,4-dichlorobenzylamino)-thieno-[2,3-d]-pyrimidine). Starting materials: [Na+].[Cl-] (NaCl), C1(CC1)\C=N\S(=O)C(C)(C)C (N-[(1E)-cyclopropylmethylene]-2-methylpropane-2-sulfinamide), FC(S(=O)(=O)C1=CC=CC=C1)F ([(difluoromethyl)sulfonyl]benzene), C[Si](C)(C)[N-][Si](C)(C)C.[Na+] (NaHMDS). The solvent is C1CCOC1 (THF). Reaction conditions: time 2 hour. Yields the product C1(CC1)C(C(S(=O)(=O)C1=CC=CC=C1)(F)F)NS(=O)C(C)(C)C (N-[1-Cyclopropyl-2,2-difluoro-2-(phenylsulfonyl)ethyl]-2-methylpropane-2-sulfinamide). As a reaction SMILES: [CH:1]1(/[CH:4]=[N:5]/[S:6]([C:8]([CH3:11])([CH3:10])[CH3:9])=[O:7])[CH2:3][CH2:2]1.[F:12][CH:13]([F:23])[S:14]([C:17]1[CH:22]=[CH:21][CH:20]=[CH:19][CH:18]=1)(=[O:16])=[O:15].C[Si]([N-][Si](C)(C)C)(C)C.[Na+].[Na+].[Cl-]>C1COCC1>[CH:1]1([CH:4]([NH:5][S:6]([C:8]([CH3:11])([CH3:10])[CH3:9])=[O:7])[C:13]([F:12])([F:23])[S:14]([C:17]2[CH:22]=[CH:21][CH:20]=[CH:19][CH:18]=2)(=[O:15])=[O:16])[CH2:2][CH2:3]1 |f:2.3,4.5|. Procedure: To a solution of N-[(1E)-cyclopropylmethylene]-2-methylpropane-2-sulfinamide (1.0 g, 5.8 mmol) and [(difluoromethyl)sulfonyl]benzene (1.1 g, 5.8 mmol) in THF (60 mL) was added dropwise NaHMDS (2 M, 4 mL, 8.2 mmol) at −78° C. The reaction mixture was stirred at this temperature for 2 h. A saturated NaCl solution (60 mL) was added to the reaction mixture to quench the reaction at −78° C. After warmed to room temperature, the mixture was extracted with EtOAc. The combined organic phases were dried,... Reactants: C(#N)C(C(=O)OC)=NOCC (methyl 2-cyano-2-ethoxyiminoacetate), methanolic solution, C[O-].[Na+] (sodium methoxide), C=1C=CC2=C(C1)C(=O)OC2(C=3C=CC(=CC3)O)C=4C=CC(=CC4)O (phenolphthalein), methanolic solution, C(C)(=O)O (acetic acid). Run in CO (methanol). Conditions: time 15 minute. Yields the product N=C(C(C(=O)OC)=NOCC)OC (methyl 3-imino-3-methoxy-2-ethoxyiminopropionate). As a reaction SMILES: [C:1]([C:3](=[N:8][O:9][CH2:10][CH3:11])[C:4]([O:6][CH3:7])=[O:5])#[N:2].C[O-].[Na+].C1C=CC2C(C3C=CC(O)=CC=3)(C3C=CC(O)=CC=3)O[C:21](=[O:22])C=2C=1.C(O)(=O)C>CO>[NH:2]=[C:1]([O:22][CH3:21])[C:3](=[N:8][O:9][CH2:10][CH3:11])[C:4]([O:6][CH3:7])=[O:5] |f:1.2|. Procedure: To a solution of methyl 2-cyano-2-ethoxyiminoacetate (syn isomer) (4.7 g) in methanol (50 ml) was added 1 N methanolic solution (5 ml) of sodium methoxide under cooling in an ice-bath and stirring, which was continued for 20 minutes in an ice-bath and 15 minutes at room temperature. The mixture was neutralized to the end point of phenolphthalein with 1 N methanolic solution of acetic acid and evaporated. The residue was dissolved in methylene chloride (80 ml), washed with water, dried over magne... The reactants are solution, C(CCC)[Li] (n-butyllithium), C(#C)C1(CCC(CC1)C1CCC(CC1)CCCCC)CCCCC (4-ethynyl-4,4′-dipentylbicyclohexyl), IC (iodomethane), CN1C(N(CCC1)C)=O (1,3-dimethyltetrahydro-2-pyrimidinone). The solvent is CCCCCC (hexane), C1CCOC1 (THF), C1CCOC1 (THF). Run at time 15 minute. Product: C(CCCC)C1(CCC(CC1)C1CCC(CC1)CCCCC)C#CC (4,4′-dipentyl-4-prop-1-ynylbicyclohexyl). As a reaction SMILES: [CH2:1]([Li])CCC.[C:6]([C:8]1([CH2:25][CH2:26][CH2:27][CH2:28][CH3:29])[CH2:13][CH2:12][CH:11]([CH:14]2[CH2:19][CH2:18][CH:17]([CH2:20][CH2:21][CH2:22][CH2:23][CH3:24])[CH2:16][CH2:15]2)[CH2:10][CH2:9]1)#[CH:7].IC.CN1CCCN(C)C1=O>CCCCCC.C1COCC1>[CH2:25]([C:8]1([C:6]#[C:7][CH3:1])[CH2:9][CH2:10][CH:11]([CH:14]2[CH2:19][CH2:18][CH:17]([CH2:20][CH2:21][CH2:22][CH2:23][CH3:24])[CH2:16][CH2:15]2)[CH2:12][CH2:13]1)[CH2:26][CH2:27][CH2:28][CH3:29]. Procedure details: 9.66 ml of a 15% solution of n-butyllithium in hexane are added dropwise at −70° C. to 4.80 g of 4-ethynyl-4,4′-dipentylbicyclohexyl in 40 ml of THF, and the mixture is stirred for 15 minutes. A solution of 0.99 ml of iodomethane and 1.914 ml of 1,3-dimethyltetrahydro-2-pyrimidinone in 10 ml of THF is subsequently added dropwise to the reaction solution at this temperature, and the cooling is removed. Conventional work-up gives 4,4′-dipentyl-4-prop-1-ynylbicyclohexyl (C 35 N 35.4 I, Δε−1.54, Δn ... Reactants: ClCCl, CC(C)(C)OC(=O)NC(C(=O)N1CCC(Oc2ccc(F)c(F)c2)CC1)c1ccccc1, O=C(O)C(F)(F)F. Product: NC(C(=O)N1CCC(Oc2ccc(F)c(F)c2)CC1)c1ccccc1. As a reaction SMILES: [Cl:40][CH2:41][Cl:42].[F:1][c:2]1[cH:3][c:4]([O:5][CH:6]2[CH2:7][CH2:8][N:9]([C:12]([CH:13]([c:14]3[cH:15][cH:16][cH:17][cH:18][cH:19]3)[NH:20][C:21](=[O:22])[O:23][C:24]([CH3:25])([CH3:26])[CH3:27])=[O:28])[CH2:10][CH2:11]2)[cH:29][cH:30][c:31]1[F:32].[OH:33][C:34]([C:35]([F:36])([F:37])[F:38])=[O:39]>>[F:1][c:2]1[cH:3][c:4]([O:5][CH:6]2[CH2:7][CH2:8][N:9]([C:12]([CH:13]([c:14]3[cH:15][cH:16][cH:17][cH:18][cH:19]3)[NH2:20])=[O:28])[CH2:10][CH2:11]2)[cH:29][cH:30][c:31]1[F:32].